From a dataset of the Open Reaction Database (ORD), a public repository of structured organic reaction records. describe an organic reaction: reactants, conditions, products, and yield Reactants: CO, c1ccc(C(c2ccccc2)C2CC3OC3CO2)cc1, NCc1ccccc1. Product: OC1COC(C(c2ccccc2)c2ccccc2)CC1NCc1ccccc1. Reaction SMILES: [CH3:29][OH:30].[CH:1]([c:2]1[cH:3][cH:4][cH:5][cH:6][cH:7]1)([c:8]1[cH:9][cH:10][cH:11][cH:12][cH:13]1)[CH:14]1[O:15][CH2:16][CH:17]2[O:18][CH:19]2[CH2:20]1.[NH2:21][CH2:22][c:23]1[cH:24][cH:25][cH:26][cH:27][cH:28]1>>[CH:1]([c:2]1[cH:3][cH:4][cH:5][cH:6][cH:7]1)([c:8]1[cH:9][cH:10][cH:11][cH:12][cH:13]1)[CH:14]1[O:15][CH2:16][CH:17]([OH:18])[CH:19]([NH:21][CH2:22][c:23]2[cH:24][cH:25][cH:26][cH:27][cH:28]2)[CH2:20]1. The reactants are C(Br)(Br)(Br)Br (carbon tetrabromide), COC=1C=C(C2=C(C=CO2)C1)C=1C(NC(C1C1=CN(C2=CC=CC=C12)CCCO)=O)=O (3-(5-methoxybenzofur-7-yl)-4-[1-(3-hydroxypropyl)-1H-indol-3-yl]pyrrole-2,5-dione), C1(=CC=CC=C1)P(C1=CC=CC=C1)C1=CC=CC=C1 (triphenyl phosphine). The solvent is ClCCl (dichloromethane), ClCCl (dichloromethane). Run at time 10 minute. Product: COC=1C=C(C2=C(C=CO2)C1)C=1C(NC(C1C1=CN(C2=CC=CC=C12)CCCBr)=O)=O (3-(5-methoxybenzofur-7-yl)-4-[1-(3-bromopropyl)-1H-indol-3-yl)pyrrole-2,5-dione). As a reaction SMILES: [CH3:1][O:2][C:3]1[CH:4]=[C:5]([C:12]2[C:13](=[O:31])[NH:14][C:15](=[O:30])[C:16]=2[C:17]2[C:25]3[C:20](=[CH:21][CH:22]=[CH:23][CH:24]=3)[N:19]([CH2:26][CH2:27][CH2:28]O)[CH:18]=2)[C:6]2[O:10][CH:9]=[CH:8][C:7]=2[CH:11]=1.C(Br)(Br)(Br)[Br:33].C1(P(C2C=CC=CC=2)C2C=CC=CC=2)C=CC=CC=1>ClCCl>[CH3:1][O:2][C:3]1[CH:4]=[C:5]([C:12]2[C:13](=[O:31])[NH:14][C:15](=[O:30])[C:16]=2[C:17]2[C:25]3[C:20](=[CH:21][CH:22]=[CH:23][CH:24]=3)[N:19]([CH2:26][CH2:27][CH2:28][Br:33])[CH:18]=2)[C:6]2[O:10][CH:9]=[CH:8][C:7]=2[CH:11]=1. Procedure: Dissolve 3-(5-methoxybenzofur-7-yl)-4-[1-(3-hydroxypropyl)-1H-indol-3-yl]pyrrole-2,5-dione (0.058 g, 0.118 mmol) in 10 mL dichloromethane. Add carbon tetrabromide (0.077 g, 1 equivalent) and triphenyl phosphine (0.061 g, 1 equivalent). Stir for 10 min, add another equivalent of both reagents. Stir 10 min then dilute with dichloromethane and wash with water followed by brine. Dry over magnesium sulfate then filter and concentrate. Purification by column chromatography (2% methanol:dichloromethane...